From a dataset of the Open Reaction Database (ORD), a public repository of structured organic reaction records. describe an organic reaction: reactants, conditions, products, and yield The reactants are Cc1ccnc(C#N)n1, CO, [H][H]. Yields the product Cc1ccnc(CN)n1. RXN SMILES: [C:1](#[N:2])[c:3]1[n:4][cH:5][cH:6][c:7]([CH3:9])[n:8]1.[CH3:12][OH:13].[H:10][H:11]>>[CH2:1]([NH2:2])[c:3]1[n:4][cH:5][cH:6][c:7]([CH3:9])[n:8]1. Reactants: P(Br)(Br)Br (phosphorus tribromide), C1(=CC=CC=C1)CCC1=CC=C(CO)C=C1 (p-(2-phenylethyl)benzyl alcohol). Run in C1(=CC=CC=C1)C (toluene), C1(=CC=CC=C1)C (toluene). Reaction conditions: time 2 hour. Product: C1(=CC=CC=C1)CCC1=CC=C(CBr)C=C1 (p-(2-Phenylethyl)benzyl bromide). Reaction SMILES: P(Br)(Br)[Br:2].[C:5]1([CH2:11][CH2:12][C:13]2[CH:20]=[CH:19][C:16]([CH2:17]O)=[CH:15][CH:14]=2)[CH:10]=[CH:9][CH:8]=[CH:7][CH:6]=1>C1(C)C=CC=CC=1>[C:5]1([CH2:11][CH2:12][C:13]2[CH:20]=[CH:19][C:16]([CH2:17][Br:2])=[CH:15][CH:14]=2)[CH:10]=[CH:9][CH:8]=[CH:7][CH:6]=1. Procedure details: 3.14 ml (33.4 mmol) of phosphorus tribromide in 11 ml of toluene are added dropwise, while cooling and under an N2 atmosphere, to 8.36 g (85%; 33.4 mmol) of p-(2-phenylethyl)benzyl alcohol in 100 ml of toluene. After 2 h at RT, the mixture is poured onto ice-water and the organic phase is separated off; it is washed with sat. NaHCO3 solution, water and saline. The aqueous phases are extracted 2× with ether, and the combined organic phases are dried with Na2SO4 and evaporated: TLC Rf (A)=0.77; 1H... Starting materials: C(C)(=O)C=1C=CC(NC1C)=O (5-acetyl-6-methyl-2(1H)pyridinone), Cl.CON (methoxyamine hydrochloride), N1=CC=CC=C1 (pyridine). Solvent: CCO (EtOH). The product is CON=C(C)C=1C=C(C(NC1C)=O)C#N (1,2-Dihydro-5-[1-(Methoxyimino)ethyl]-6-Methyl-2-oxo-3-pyridinecarbonitrile). As a reaction SMILES: [C:1]([C:4]1[CH:5]=[CH:6][C:7](=[O:11])[NH:8][C:9]=1[CH3:10])(=O)[CH3:2].Cl.[CH3:13][O:14][NH2:15].[N:16]1C=CC=C[CH:17]=1>CCO>[CH3:13][O:14][N:15]=[C:1]([C:4]1[CH:5]=[C:6]([C:17]#[N:16])[C:7](=[O:11])[NH:8][C:9]=1[CH3:10])[CH3:2] |f:1.2|. Procedure: A mixture of 5-acetyl-6-methyl-2(1H)pyridinone (1.76 g, 0.010 mol), methoxyamine hydrochloride (0.90 g, 0.107 mol) and pyridine (5.0 ml) were heated and stirred in EtOH (150 ml) at reflux. The initially heterogeneous mixture cleared as everything went into solution. At the end of 2 hours a solid precipitated. The reaction mixture was allowed to cool to room temperature and the solid was collected by filtration. Recrystallization (EtOH) gave 0.70 g (35%) m.pt. 275°-285° C. Starting materials: CCOC(=O)CC(=O)C[P+](c1ccccc1)(c1ccccc1)c1ccccc1, [Cl-], [Na+], [Na+], O=C([O-])[O-], O. As a reaction SMILES: [CH2:2]([CH3:3])[O:4][C:5](=[O:6])[CH2:7][C:8]([CH2:9][P+:10]([c:11]1[cH:12][cH:13][cH:14][cH:15][cH:16]1)([c:17]1[cH:18][cH:19][cH:20][cH:21][cH:22]1)[c:23]1[cH:24][cH:25][cH:26][cH:27][cH:28]1)=[O:29].[Cl-:1].[Na+:30].[Na+:31].[O-:32][C:33](=[O:34])[O-:35].[OH2:36]>>[CH2:2]([CH3:3])[O:4][C:5](=[O:6])[CH2:7][C:8]([CH:9]=[P:10]([c:11]1[cH:12][cH:13][cH:14][cH:15][cH:16]1)([c:17]1[cH:18][cH:19][cH:20][cH:21][cH:22]1)[c:23]1[cH:24][cH:25][cH:26][cH:27][cH:28]1)=[O:29]. Yields the product CCOC(=O)CC(=O)C=P(c1ccccc1)(c1ccccc1)c1ccccc1. Reactants: ClCC(=O)N1[C@@H](CN([C@H](C1)C)CC1=CC=C(C=C1)F)C (2-chloro-1-[4-(4-fluoro-benzyl)-(2R,5S)-2,5-dimethyl-piperazin-1-yl]-ethanone), ClC=1C=CC(=C(C1)S(=O)(=O)N)O (5-chloro-2-hydroxy-benzenesulfonamide), C([O-])([O-])=O.[K+].[K+] (potassium carbonate), [I-].[K+] (potassium iodide). Run in C(C)(=O)OCC (ethyl acetate), CC(CC)=O (2-butanone). Yields the product ClC=1C=CC(=C(C1)S(=O)(=O)N)OCC(=O)N1[C@@H](CN([C@H](C1)C)CC1=CC=C(C=C1)F)C (5-Chloro-2-{2-[4-(4-fluoro-benzyl)-(2R,5S)-2,5-dimethyl-piperazin-1-yl]-2-oxo-ethoxy}-benzenesulfonamide). Isolated yield 70.9%. As a reaction SMILES: Cl[CH2:2][C:3]([N:5]1[CH2:10][C@H:9]([CH3:11])[N:8]([CH2:12][C:13]2[CH:18]=[CH:17][C:16]([F:19])=[CH:15][CH:14]=2)[CH2:7][C@H:6]1[CH3:20])=[O:4].[Cl:21][C:22]1[CH:23]=[CH:24][C:25]([OH:32])=[C:26]([S:28]([NH2:31])(=[O:30])=[O:29])[CH:27]=1.C(=O)([O-])[O-].[K+].[K+].[I-].[K+]>CC(=O)CC.C(OCC)(=O)C>[Cl:21][C:22]1[CH:23]=[CH:24][C:25]([O:32][CH2:2][C:3]([N:5]2[CH2:10][C@H:9]([CH3:11])[N:8]([CH2:12][C:13]3[CH:18]=[CH:17][C:16]([F:19])=[CH:15][CH:14]=3)[CH2:7][C@H:6]2[CH3:20])=[O:4])=[C:26]([S:28]([NH2:31])(=[O:30])=[O:29])[CH:27]=1 |f:2.3.4,5.6|. Reported procedure: To a solution of 2-chloro-1-[4-(4-fluoro-benzyl)-(2R,5S)-2,5-dimethyl-piperazin-1-yl]-ethanone (0.29 g, 0.96 mmol) in 2-butanone (10 mL) was added 5-chloro-2-hydroxy-benzenesulfonamide (0.20 g, 0.96 mmol), potassium carbonate (0.27 g, 1.92 mmol) and potassium iodide (0.16 g, 0.96 mmol). The reaction was refluxed for 4 hours, cooled diluted with ethyl acetate and washed with brine. The organic layer was separated, dried over magnesium sulfate, filtered and concentrated in vacuo. Chromatography on... Reactants: O=C(n1ccnc1)n1ccnc1, CS(N)(=O)=O, CN(C)C=O, CC(C)C1COC(=O)N1c1cccc(C2Nc3ccc(C(=O)O)cc3CC2(C)C)c1, [H-], [Na+]. Product: CC(C)C1COC(=O)N1c1cccc(C2Nc3ccc(C(=O)NS(C)(=O)=O)cc3CC2(C)C)c1. Reaction SMILES: [C:38]([n:39]1[cH:40][cH:41][n:42][cH:43]1)([n:44]1[cH:45][cH:46][n:47][cH:48]1)=[O:49].[CH3:3][S:4](=[O:5])(=[O:6])[NH2:7].[CH3:50][N:51]([CH3:52])[CH:53]=[O:54].[CH:8]([CH3:9])([CH3:10])[CH:11]1[N:12]([c:17]2[cH:18][c:19]([CH:23]3[NH:24][c:25]4[cH:26][cH:27][c:28]([C:35](=[O:36])[OH:37])[cH:29][c:30]4[CH2:31][C:32]3([CH3:33])[CH3:34])[cH:20][cH:21][cH:22]2)[C:13](=[O:16])[O:14][CH2:15]1.[H-:1].[Na+:2]>>[CH3:3][S:4](=[O:5])(=[O:6])[NH:7][C:35]([c:28]1[cH:27][cH:26][c:25]2[c:30]([cH:29]1)[CH2:31][C:32]([CH3:33])([CH3:34])[CH:23]([c:19]1[cH:18][c:17]([N:12]3[CH:11]([CH:8]([CH3:9])[CH3:10])[CH2:15][O:14][C:13]3=[O:16])[cH:22][cH:21][cH:20]1)[NH:24]2)=[O:36]. Reactants: C(C)OC(CN(C)CCC1=C(C=CC=C1[N+](=O)[O-])Cl)=O ({[2-(2-chloro-6-nitro-phenyl)-ethyl]-methyl-amino}-acetic acid ethyl ester). Solvent: Br (hydrobromic acid), C(C)#N (acetonitrile). Conditions: temperature 70 celsius, time 8 hour. Yields the product ClC1=C(C(=CC=C1)[N+](=O)[O-])CCN(C)CC(=O)O ({[2-(2-chloro-6-nitro-phenyl)-ethyl]-methyl-amino}-acetic acid). RXN SMILES: C([O:3][C:4](=[O:20])[CH2:5][N:6]([CH2:8][CH2:9][C:10]1[C:15]([N+:16]([O-:18])=[O:17])=[CH:14][CH:13]=[CH:12][C:11]=1[Cl:19])[CH3:7])C>Br.C(#N)C>[Cl:19][C:11]1[CH:12]=[CH:13][CH:14]=[C:15]([N+:16]([O-:18])=[O:17])[C:10]=1[CH2:9][CH2:8][N:6]([CH2:5][C:4]([OH:20])=[O:3])[CH3:7]. Procedure: {[2-(2-chloro-6-nitro-phenyl)-ethyl]-methyl-amino}-acetic acid ethyl ester (11.0 g, 0.0365 mole) dissolved in concentrated hydrobromic acid (48 wt. % in water, 200 mL) was allowed to stir at 70° C. overnight and then reduced to a small volume in vacuo. The residue oil was taken up in acetonitrile and the solution was evaporated in vacuo. This procedure was repeated until the water was removed and a crystalline residue remained. This material was used in the next step without further purification...